Dataset: the Open Reaction Database (ORD), a public repository of structured organic reaction records. Task: describe an organic reaction: reactants, conditions, products, and yield The reactants are O1CC(C1)=O (oxetan-3-one), [Si](C)(C)(C(C)(C)C)OCCN (2-(tert-butyl-dimethylsilanyloxy)-ethylamine), Na(CN)BH3. The solvent is CO (methanol). Run at time 30 minute. Yields the product [Si](C)(C)(C(C)(C)C)OCCNC1COC1 ([2-(tert-butyl-dimethylsilanyloxy)-ethyl]-oxetan-3-yl-amine). Isolated yield 249.3%. Reaction SMILES: [O:1]1[CH2:4][C:3](=O)[CH2:2]1.[Si:6]([O:13][CH2:14][CH2:15][NH2:16])([C:9]([CH3:12])([CH3:11])[CH3:10])([CH3:8])[CH3:7]>CO>[Si:6]([O:13][CH2:14][CH2:15][NH:16][CH:3]1[CH2:2][O:1][CH2:4]1)([C:9]([CH3:11])([CH3:12])[CH3:10])([CH3:8])[CH3:7]. Reported procedure: To a stirred solution of oxetan-3-one (1 g, 13.87 mmol) in methanol (40 mL) was added 2-(tert-butyl-dimethylsilanyloxy)-ethylamine (2.7 mg, 15.27 mmol). The mixture was stirred for 30 min at room temperature after cooling, Na(CN)BH3 was added portion-wise, followed by stirring at room temperature for 2 h. The reaction mixture was quenched with water, extracted with dichloromethane (3×30 mL). The organic part was concentrated, dried and purified by Combi-Flash column (eluted at 20-50% ethyl aceta... The reactants are [N+](=O)([O-])C1=C(C=CC(=C1)OC1=CC=NC2=CC=CC=C12)O (2-Nitro-4-(quinolin-4-yloxy)-phenol), CC(=O)O (AcOH). Reagents/catalysts: [Zn] (zinc). Run in C1CCOC1 (THF). Conditions: time 1.5 hour. Yields the product NC1=C(C=CC(=C1)OC1=CC=NC2=CC=CC=C12)O (2-Amino-4-(quinolin-4-yloxy)-phenol). Reaction SMILES: [N+:1]([C:4]1[CH:9]=[C:8]([O:10][C:11]2[C:20]3[C:15](=[CH:16][CH:17]=[CH:18][CH:19]=3)[N:14]=[CH:13][CH:12]=2)[CH:7]=[CH:6][C:5]=1[OH:21])([O-])=O.CC(O)=O>C1COCC1.[Zn]>[NH2:1][C:4]1[CH:9]=[C:8]([O:10][C:11]2[C:20]3[C:15](=[CH:16][CH:17]=[CH:18][CH:19]=3)[N:14]=[CH:13][CH:12]=2)[CH:7]=[CH:6][C:5]=1[OH:21]. Procedure details: 2-Nitro-4-(quinolin-4-yloxy)-phenol (Step A, 200 mg) was dissolved in THF (50 mL) at 0° C. and AcOH (0.88 mL) was added followed by zinc dust (2.3 g). The mixture was stirred at RT for 1.5 h and filtered through a Celite® pad. The solvent was evaporated, the residue was dissolved in CH2Cl2 and washed with 1M NaOH. The organic phases were dried, filtered and evaporated to give the title compound as a brown solid. The reactants are CCCCCCCC[N+](C)(CCCCCCCC)CCCCCCCC, Cc1ccccc1, O=Cc1ccccc1, [Cl-], Cl, NCC(=O)O, [Na+], [OH-], O. Yields the product NC(C(=O)O)C(O)c1ccccc1. Reaction SMILES: [CH2:19]([N+:20]([CH2:21][CH2:22][CH2:23][CH2:24][CH2:25][CH2:26][CH2:27][CH3:28])([CH2:29][CH2:30][CH2:31][CH2:32][CH2:33][CH2:34][CH2:35][CH3:36])[CH3:37])[CH2:38][CH2:39][CH2:40][CH2:41][CH2:42][CH2:43][CH3:44].[CH3:45][c:46]1[cH:47][cH:48][cH:49][cH:50][cH:51]1.[CH:8](=[O:9])[c:10]1[cH:11][cH:12][cH:13][cH:14][cH:15]1.[Cl-:18].[ClH:16].[NH2:1][CH2:2][C:3]([OH:4])=[O:5].[Na+:7].[OH-:6].[OH2:17]>>[NH2:1][CH:2]([C:3]([OH:4])=[O:5])[CH:8]([OH:9])[c:10]1[cH:11][cH:12][cH:13][cH:14][cH:15]1.